This data is from the Open Reaction Database (ORD), a public repository of structured organic reaction records. The task is: describe an organic reaction: reactants, conditions, products, and yield Starting materials: NC1=NC(=NC=C1)SCCCCO (4-amino-2-(4-hydroxybutylthio)pyrimidine), ClCC=O (chloroacetaldehyde). Run in C(C)O (ethanol). The product is OCCCCSC1=NC=CC=2N1C=CN2 (5-(4-hydroxybutylthio)imidazo[1,2-c]pyrimidine). RXN SMILES: [NH2:1][C:2]1[CH:7]=[CH:6][N:5]=[C:4]([S:8][CH2:9][CH2:10][CH2:11][CH2:12][OH:13])[N:3]=1.Cl[CH2:15][CH:16]=O>C(O)C>[OH:13][CH2:12][CH2:11][CH2:10][CH2:9][S:8][C:4]1[N:3]2[CH:15]=[CH:16][N:1]=[C:2]2[CH:7]=[CH:6][N:5]=1. Procedure: To a solution of 4.98 g (25 mmol) of 4-amino-2-(4-hydroxybutylthio)pyrimidine in 70 ml of ethanol, 30 ml of a 40% chloroacetaldehyde solution was added, followed by refluxing for 4 hours. After the reaction mixture was cooled, the solvent was distilled off. The residue was dissolved in chloroform, washed with saturated aqueous sodium hydrogen carbonate and dried, after which the solvent was distilled off. The residue was purified by column chromatography (eluent, n-hexane/ethyl acetate=1/1→1/4→e... Starting materials: C1(CCCCC1)NC1(CCCC1)CO (1-(cyclohexylamino)-1-(hydroxymethyl)cyclopentane), O=S(Cl)Cl (SOCl2). Solvent: Cl (HCl). Run at temperature 70 celsius. The product is Cl.ClCC1(CCCC1)NC1CCCCC1 (1-(chloromethyl)-1-(cyclohexylamino)cyclopentane HCl salt). Isolated yield 195.8%. As a reaction SMILES: [CH:1]1([NH:7][C:8]2([CH2:13]O)[CH2:12][CH2:11][CH2:10][CH2:9]2)[CH2:6][CH2:5][CH2:4][CH2:3][CH2:2]1.O=S(Cl)[Cl:17]>Cl>[ClH:17].[Cl:17][CH2:13][C:8]1([NH:7][CH:1]2[CH2:6][CH2:5][CH2:4][CH2:3][CH2:2]2)[CH2:12][CH2:11][CH2:10][CH2:9]1 |f:3.4|. Procedure: A 4M HCl solution (p-dioxane, 40 mL) containing 1-(cyclohexylamino)-1-(hydroxymethyl)cyclopentane (Method B4a; 1.9 g, 9.6 mmol) and SOCl2 (0.84 mL, 11.5 mmol) was heated to 70° C. for 18 h. The resulting mixture was cooled to room temp. and concentrated under reduced pressure to yield crude 1-(chloromethyl)-1-(cyclohexylamino)cyclopentane HCl salt (2.84 g), which was used in the next step without firer purification.